From a dataset of the Open Reaction Database (ORD), a public repository of structured organic reaction records. describe an organic reaction: reactants, conditions, products, and yield The reactants are FC(C(=O)O)(F)F.C(#C)C=1C=C(C=CC1)NC1=NC=NC2=CC=C(C=C12)NC(C=C1CCNCC1)=O (N-(4-(3-ethynylphenylamino)quinazolin-6-yl)-2-(piperidin-4-ylidene)acetamide trifluoroacetate). The solvent is C(C)(=O)OCC (ethyl acetate). Yields the product C(#C)C=1C=C(C=CC1)NC1=NC=NC2=CC=C(C=C12)NC(C=C1CCNCC1)=O (N-(4-(3-ethynylphenylamino)quinazolin-6-yl)-2-(piperidin-4-ylidene)acetamide). As a reaction SMILES: FC(F)(F)C(O)=O.[C:8]([C:10]1[CH:11]=[C:12]([NH:16][C:17]2[C:26]3[C:21](=[CH:22][CH:23]=[C:24]([NH:27][C:28](=[O:36])[CH:29]=[C:30]4[CH2:35][CH2:34][NH:33][CH2:32][CH2:31]4)[CH:25]=3)[N:20]=[CH:19][N:18]=2)[CH:13]=[CH:14][CH:15]=1)#[CH:9]>C(OCC)(=O)C>[C:8]([C:10]1[CH:11]=[C:12]([NH:16][C:17]2[C:26]3[C:21](=[CH:22][CH:23]=[C:24]([NH:27][C:28](=[O:36])[CH:29]=[C:30]4[CH2:35][CH2:34][NH:33][CH2:32][CH2:31]4)[CH:25]=3)[N:20]=[CH:19][N:18]=2)[CH:13]=[CH:14][CH:15]=1)#[CH:9] |f:0.1|. Procedure: N-(4-(3-ethynylphenylamino)quinazolin-6-yl)-2-(piperidin-4-ylidene)acetamide trifluoroacetate was dissolved in ethyl acetate. The mixture was washed once with saturated Na2CO3 and once with brine, dried over anhydrous magnesium sulfate, filtered, and evaporated in vacuo to give the title product. MS (EI) 384 (M+1). The reactants are NO (aminoalcohol), N1=CC=CC=C1 (pyridine), C(#N)C1=CC2=C(OC(C3C2O3)(C)C)C=C1 (6-cyano-3,4-dihydro-2,2-dimethyl-3,4-epoxy-2H-benzo[b]pyran), [OH-].[NH4+] (ammonium hydroxide). Run in C(=O)O (formic acid), O (water). Yields the product C(#N)C1=CC2=C(OC([C@H]([C@@H]2NC=O)O)(C)C)C=C1 (Trans-6-cyano-4-formylamino-3,4-dihydro-2,2-dimethyl-2H-benzo[b]pyran-3-ol). Reaction SMILES: N[OH:2].[C:3]([C:5]1[CH:17]=[CH:16][C:8]2[O:9][C:10]([CH3:15])([CH3:14])[CH:11]3[O:13][CH:12]3[C:7]=2[CH:6]=1)#[N:4].[OH-].[NH4+].[N:20]1[CH:25]=CC=CC=1>C(O)=O.O>[C:3]([C:5]1[CH:17]=[CH:16][C:8]2[O:9][C:10]([CH3:15])([CH3:14])[C@@H:11]([OH:13])[C@H:12]([NH:20][CH:25]=[O:2])[C:7]=2[CH:6]=1)#[N:4] |f:2.3|. Reported procedure: The aminoalcohol (0.9 g), obtained by stirring 6-cyano-3,4-dihydro-2,2-dimethyl-3,4-epoxy-2H-benzo[b]pyran with ethanolic ammonium hydroxide), was heated under reflux in formic acid (15 ml) and pyridine (1 ml) during 19 hr. The cooled solution was poured into water and extracted with ethyl acetate. The organic layer was washed with water and dried over anhydrous magnesium sulphate. Filtration and evaporation left an orange coloured oil which was chromatographed (chromatotron, ethyl acetate-penta... The reactants are C(C)(C)(C)OC(=O)N1[C@H](CN([C@@H](C1)C)CC1=CC=CC=C1)C (trans-1-tert-butoxycarbonyl-2,5-dimethyl-4-benzyl piperazine), Cl (hydrochloric acid). Reaction conditions: time 1 hour. Product: Cl.Cl.C(C1=CC=CC=C1)N1[C@H](CN[C@@H](C1)C)C (trans-1-benzyl-2,5-dimethylpiperazine dihydrochloride). Reaction SMILES: C(OC([N:8]1[CH2:13][C@@H:12]([CH3:14])[N:11]([CH2:15][C:16]2[CH:21]=[CH:20][CH:19]=[CH:18][CH:17]=2)[CH2:10][C@@H:9]1[CH3:22])=O)(C)(C)C.[ClH:23]>>[ClH:23].[ClH:23].[CH2:15]([N:11]1[CH2:10][C@@H:9]([CH3:22])[NH:8][CH2:13][C@@H:12]1[CH3:14])[C:16]1[CH:21]=[CH:20][CH:19]=[CH:18][CH:17]=1 |f:2.3.4|. Reported procedure: To 9.76 g (32.06 mmol.) of trans-1-tert-butoxycarbonyl-2,5-dimethyl-4-benzyl piperazine was added, at room temperature, 10 ml (120 mmol.) of 12N hydrochloric acid. The mixture was stirred for one hour. The solvent was distilled off under reduced pressure. To the residue was added 2-propanol, which was further concentrated. To the concentrate was added diethyl ether. The resulting crystals were collected by filtration and washed with 2-propanol and diethyl ether to give the object compound as whi... The reactants are N(N)C1=NCC=2C=3C(=CC=CC13)NC2 (5-Hydrazino-1,3-dihydropyrrolo[4,3,2-de]isoquinoline), C([O-])(O)=O.[Na+] (sodium bicarbonate). The solvent is C(=O)O (formic acid). Run at temperature 100 celsius. The product is C1=CC=C2C=3C(CN4C(C13)=NN=C4)=CN2 (4,6-Dihydropyrrolo[4,3,2-de]-s-triazolo[3,4-a]isoquinoline). RXN SMILES: [NH:1]([C:3]1[C:12]2[CH:11]=[CH:10][CH:9]=[C:8]3[NH:13][CH:14]=[C:6]([C:7]=23)[CH2:5][N:4]=1)[NH2:2].[C:15](=O)(O)[O-].[Na+]>C(O)=O>[CH:11]1[C:12]2[C:3]3=[N:1][N:2]=[CH:15][N:4]3[CH2:5][C:6]3=[CH:14][NH:13][C:8]([C:7]=23)=[CH:9][CH:10]=1 |f:1.2|. Procedure: 5-Hydrazino-1,3-dihydropyrrolo[4,3,2-de]isoquinoline hydrofluoroborate (300 mg), described in Example 8, in formic acid (98%, 4 ml) is heated at 100°C for 2 hours. The mixture is then poured into a saturated sodium bicarbonate solution. The precipitate is collected to give the title compound, mp 248° - 249°C, nmr (DMSO-d6) δ 5.65 (2H), 7.3 (4H), 8.5 (1H), 11.3 (1H). Reactants: NC1=CC=C(C=C1)C (p-toluidine), N(=O)[O-].[Na+] (NaNO2), C(C)C(C(=O)OCC)C(C)=O (ethyl 2-ethyl-3-oxobutyrate), [Cl-].C1(=CC=C(C=C1)[N+]#N)C (p-toluenediazonium chloride). The solvent is O (water), Cl (HCl), O (water), CCO (EtOH), [OH-].[Na+] (NaOH), O (water), Cl (HCl). Run at temperature 0 celsius, time 20 minute. Yields the product CC1=C(NC2=CC=C(C=C12)C)C(=O)OCC (Ethyl 3,5-dimethyl-2-indolecarboxylate). RXN SMILES: [NH2:1][C:2]1[CH:7]=[CH:6][C:5]([CH3:8])=[CH:4][CH:3]=1.N([O-])=O.[Na+].[CH2:13]([CH:15](C(=O)C)[C:16]([O:18][CH2:19][CH3:20])=[O:17])[CH3:14].[Cl-].C1(C)C=CC([N+]#N)=CC=1>O.Cl.CCO.[OH-].[Na+]>[CH3:14][C:13]1[C:7]2[C:2](=[CH:3][CH:4]=[C:5]([CH3:8])[CH:6]=2)[NH:1][C:15]=1[C:16]([O:18][CH2:19][CH3:20])=[O:17] |f:1.2,4.5,9.10|. Procedure details: 23.57 g of p-toluidine are placed in a mixture of 120 ml of water and 50 ml of concentrated HCl, followed by dropwise addition, at 0° C., of 15.4 g of NaNO2 in 40 ml of water and the mixture is left stirring for 20 minutes at 0° C. A solution of 32 g of ethyl 2-ethyl-3-oxobutyrate in 150 ml of EtOH and 150 ml of 20% NaOH solution are added, at −10° C., to the p-toluenediazonium chloride solution thus formed. After stirring for 30 minutes at −5° C., the mixture is acidified to pH=4 by addition of... Reactants: Clc1ccc2c(c1)ncc1c3c([nH]c12)CCNC3, O=C(Cl)c1ccco1. Yields the product O=C(c1ccco1)N1CCc2[nH]c3c(cnc4cc(Cl)ccc43)c2C1. As a reaction SMILES: [Cl:1][c:2]1[cH:3][cH:4][c:5]2[c:6]3[c:7]([cH:8][n:9][c:10]2[cH:11]1)[c:12]1[c:13]([nH:14]3)[CH2:15][CH2:16][NH:17][CH2:18]1.[o:19]1[c:20]([C:24](=[O:25])[Cl:26])[cH:21][cH:22][cH:23]1>>[Cl:1][c:2]1[cH:3][cH:4][c:5]2[c:6]3[c:7]([cH:8][n:9][c:10]2[cH:11]1)[c:12]1[c:13]([nH:14]3)[CH2:15][CH2:16][N:17]([C:24]([c:20]2[o:19][cH:23][cH:22][cH:21]2)=[O:25])[CH2:18]1. The reactants are CC1=COC2=C1C(=CC=C2C(=O)C=2SC=CC2)O (3-Methyl-4-hydroxy-7-(2-thienoyl)benzofuran), C([O-])([O-])=O.[K+].[K+] (potassium carbonate), C(C=C)Br (allyl bromide), Cl (HCl). Solvent: CC(=O)C (acetone), O (water). Product: CC1=COC2=C1C(=CC=C2C(=O)C=2SC=CC2)OCC=C (3-methyl-4-allyloxy-7-(2-thienoyl)benzofuran). Reaction SMILES: [CH3:1][C:2]1[C:6]2[C:7]([OH:18])=[CH:8][CH:9]=[C:10]([C:11]([C:13]3[S:14][CH:15]=[CH:16][CH:17]=3)=[O:12])[C:5]=2[O:4][CH:3]=1.C(=O)([O-])[O-].[K+].[K+].[CH2:25](Br)[CH:26]=[CH2:27].Cl>CC(C)=O.O>[CH3:1][C:2]1[C:6]2[C:7]([O:18][CH2:27][CH:26]=[CH2:25])=[CH:8][CH:9]=[C:10]([C:11]([C:13]3[S:14][CH:15]=[CH:16][CH:17]=3)=[O:12])[C:5]=2[O:4][CH:3]=1 |f:1.2.3|. Procedure: To a solution of compound 3 (0.50 g, 1.92 mmol) in acetone (10 mL) was added sequentially potassium carbonate (0.53 g, 3.84 mmol) and allyl bromide (0.47 g, 3.84 mmol). The mixture was heated to reflux for two hours, cooled, diluted with water (50 mL), and acidified with 2N HCl. The aqueous mixture was extracted with methylene chloride (3×25 mL) and the combined extracts dried (Na2SO4) and concentrated to an oil. The crude 3-methyl-4-allyloxy-7-(2-thienoyl)benzofuran thus obtained was sufficient... Starting materials: Brc1cccc2[nH]ccc12, CCCC[N+](CCCC)(CCCC)CCCC, Cc1ccccc1S(=O)(=O)Cl, ClCCl, [Na+], [OH-], O, O=S(=O)([O-])O. The product is Cc1ccccc1S(=O)(=O)n1ccc2c(Br)cccc21. RXN SMILES: [Br:3][c:4]1[c:5]2[cH:6][cH:7][nH:8][c:9]2[cH:10][cH:11][cH:12]1.[CH2:29]([N+:30]([CH2:31][CH2:32][CH2:33][CH3:34])([CH2:35][CH2:36][CH2:37][CH3:38])[CH2:39][CH2:40][CH2:41][CH3:42])[CH2:43][CH2:44][CH3:45].[CH3:13][c:14]1[c:15]([S:20](=[O:21])(=[O:22])[Cl:23])[cH:16][cH:17][cH:18][cH:19]1.[Cl:46][CH2:47][Cl:48].[Na+:2].[OH-:1].[OH2:49].[S:24]([O-:25])([OH:26])(=[O:27])=[O:28]>>[Br:3][c:4]1[c:5]2[cH:6][cH:7][n:8]([S:20]([c:15]3[c:14]([CH3:13])[cH:19][cH:18][cH:17][cH:16]3)(=[O:21])=[O:22])[c:9]2[cH:10][cH:11][cH:12]1. The reactants are CCOc1cc(C(C)(C)C)ncc1C1=NC(C)(c2ccc(Cl)cc2)C(C)(c2ccc(Cl)cc2)N1C(=O)N1CC2C(C1)C2C(=O)O, OC1CCNC1. As a reaction SMILES: [C:1]([CH3:2])([CH3:3])([CH3:4])[c:5]1[cH:6][c:7]([O:43][CH2:44][CH3:45])[c:8]([C:11]2=[N:15][C:14]([CH3:16])([c:17]3[cH:18][cH:19][c:20]([Cl:23])[cH:21][cH:22]3)[C:13]([CH3:24])([c:25]3[cH:26][cH:27][c:28]([Cl:31])[cH:29][cH:30]3)[N:12]2[C:32](=[O:33])[N:34]2[CH2:35][CH:36]3[CH:37]([C:40](=[O:41])[OH:42])[CH:38]3[CH2:39]2)[cH:9][n:10]1.[NH:46]1[CH2:47][CH:48]([OH:51])[CH2:49][CH2:50]1>>[C:1]([CH3:2])([CH3:3])([CH3:4])[c:5]1[cH:6][c:7]([O:43][CH2:44][CH3:45])[c:8]([C:11]2=[N:15][C:14]([CH3:16])([c:17]3[cH:18][cH:19][c:20]([Cl:23])[cH:21][cH:22]3)[C:13]([CH3:24])([c:25]3[cH:26][cH:27][c:28]([Cl:31])[cH:29][cH:30]3)[N:12]2[C:32](=[O:33])[N:34]2[CH2:35][CH:36]3[CH:37]([C:40](=[O:41])[N:46]4[CH2:47][CH:48]([OH:51])[CH2:49][CH2:50]4)[CH:38]3[CH2:39]2)[cH:9][n:10]1. The product is CCOc1cc(C(C)(C)C)ncc1C1=NC(C)(c2ccc(Cl)cc2)C(C)(c2ccc(Cl)cc2)N1C(=O)N1CC2C(C1)C2C(=O)N1CCC(O)C1.